From a dataset of the Open Reaction Database (ORD), a public repository of structured organic reaction records. describe an organic reaction: reactants, conditions, products, and yield Starting materials: BrCCBr, COc1cc(F)ccc1Br, CCOC(=O)C(=O)OCC, CCOCC, Cl, [Mg], C1CCOC1, O. Yields the product CCOC(=O)C(=O)c1ccc(F)cc1OC. Reaction SMILES: [Br:12][CH2:13][CH2:14][Br:15].[Br:1][c:2]1[c:3]([O:9][CH3:10])[cH:4][c:5]([F:8])[cH:6][cH:7]1.[C:16]([C:17](=[O:18])[O:19][CH2:20][CH3:21])(=[O:22])[O:23][CH2:24][CH3:25].[CH3:32][CH2:33][O:34][CH2:35][CH3:36].[ClH:26].[Mg:11].[O:27]1[CH2:28][CH2:29][CH2:30][CH2:31]1.[OH2:37]>>[c:2]1([C:16]([C:17](=[O:18])[O:19][CH2:20][CH3:21])=[O:22])[c:3]([O:9][CH3:10])[cH:4][c:5]([F:8])[cH:6][cH:7]1. Reactants: FC1=CC=C(CC(C(=O)O)C(=O)O)C=C1 (4-fluorobenzylmalonic acid). Solvent: C(C)OCC (diethyl ether). The product is FC1=CC=C(C=C1)CCC(=O)O (3-(4-Fluorophenyl)propionic acid-). Reaction SMILES: [F:1][C:2]1[CH:15]=[CH:14][C:5]([CH2:6][CH:7](C(O)=O)[C:8]([OH:10])=[O:9])=[CH:4][CH:3]=1>C(OCC)C>[F:1][C:2]1[CH:3]=[CH:4][C:5]([CH2:6][CH2:7][C:8]([OH:10])=[O:9])=[CH:14][CH:15]=1. Procedure: The 4-fluorobenzylmalonic acid is heated to 170° to 175° C. for 1.5 hours. After cooling, the reaction product is stirred with a little diethyl ether. 41.6 of 3-(4-fluorophenyl)propionic acid of m.p. 85° to 88° C. [from ethyl acetate/petroleum ether (1:4)] thereby crystallize out. Reactants: NC1=C(C(=O)N)C(=CC(=C1)F)F (2-amino-4,6-difluoro-benzamide), CC=1C=C(C=O)C=C(C1OCCN1CCCC1)C (3,5-dimethyl-4-(2-pyrrolidin-1-yl-ethoxy)-benzaldehyde), S(=O)(O)[O-].[Na+] (sodium hydrogen sulfite), O.C1(=CC=C(C=C1)S(=O)(=O)O)C (p-toluenesulfonic acid monohydrate). Solvent: CN(C(C)=O)C (N,N-dimethylacetamide). Conditions: temperature 145 celsius, time 16 hour. Yields the product CC=1C=C(C=C(C1OCCN1CCCC1)C)C1=NC2=CC(=CC(=C2C(N1)=O)F)F (2-(3,5-Dimethyl-4-(2-(pyrrolidin-1-yl)ethoxy)phenyl)-5,7-difluoroquinazolin-4(3H)-one). Reaction SMILES: [NH2:1][C:2]1[CH:10]=[C:9]([F:11])[CH:8]=[C:7]([F:12])[C:3]=1[C:4]([NH2:6])=[O:5].[CH3:13][C:14]1[CH:15]=[C:16]([CH:19]=[C:20]([CH3:30])[C:21]=1[O:22][CH2:23][CH2:24][N:25]1[CH2:29][CH2:28][CH2:27][CH2:26]1)[CH:17]=O.S([O-])(O)=O.[Na+].O.C1(C)C=CC(S(O)(=O)=O)=CC=1>CN(C)C(=O)C>[CH3:30][C:20]1[CH:19]=[C:16]([C:17]2[NH:6][C:4](=[O:5])[C:3]3[C:2](=[CH:10][C:9]([F:11])=[CH:8][C:7]=3[F:12])[N:1]=2)[CH:15]=[C:14]([CH3:13])[C:21]=1[O:22][CH2:23][CH2:24][N:25]1[CH2:29][CH2:28][CH2:27][CH2:26]1 |f:2.3,4.5|. Procedure: To a solution of 2-amino-4,6-difluoro-benzamide (0.80 g, 4.60 mmol) and 3,5-dimethyl-4-(2-pyrrolidin-1-yl-ethoxy)-benzaldehyde (1.14 g, 4.60 mmol) in N,N-dimethylacetamide (60 mL) were added sodium hydrogen sulfite (58.5 wt %, 1.25 g, 6.9 mmol) and p-toluenesulfonic acid monohydrate (3.50 g, 18.4 mmol). The reaction mixture was stirred at 145° C. for 16 hours under nitrogen atmosphere, then cooled to room temperature. Solvent was evaporated under reduced pressure. Water (50 mL) was added, follow... The reactants are FC(C1=C(C(C2=CC=CC=C2)Br)C=CC=C1)(F)F (2-(trifluoromethyl)benzhydryl bromide), P(OCC)(OCC)OCC (triethyl phosphite). The product is FC(C1=C(C=CC=C1)C(C1=CC=CC=C1)P(OCC)(OCC)=O)(F)F (O,O-diethyl 2-trifluoromethylphenyl(phenyl)methylphosphonate). As a reaction SMILES: [F:1][C:2]([F:18])([F:17])[C:3]1[CH:16]=[CH:15][CH:14]=[CH:13][C:4]=1[CH:5](Br)[C:6]1[CH:11]=[CH:10][CH:9]=[CH:8][CH:7]=1.[P:19]([O:26]CC)([O:23][CH2:24][CH3:25])[O:20][CH2:21][CH3:22]>>[F:1][C:2]([F:18])([F:17])[C:3]1[CH:16]=[CH:15][CH:14]=[CH:13][C:4]=1[CH:5]([P:19](=[O:26])([O:23][CH2:24][CH3:25])[O:20][CH2:21][CH3:22])[C:6]1[CH:11]=[CH:10][CH:9]=[CH:8][CH:7]=1. Procedure details: A solution of 2-(trifluoromethyl)benzhydryl bromide (25.2 g, 79.8 mmol) in triethyl phosphite (20.5 mL, 120 mmol), under N2, was heated at 155° C. for 16 hours. Excess triethyl phosphite was removed by distillation to give a yellow oil, 28.8 g. The crude product was chromatographed on a silica gel column. Elution with ethyl acetate/hexane (1:1) afforded analytically pure O,O-diethyl 2-trifluoromethylphenyl(phenyl)methylphosphonate as a pale yellow oil. 300 MHz 1H NMR (CDCl3): δ4.86 (d, 1H, J-26.... The reactants are NC1=C(CN(CC(=O)OC)S(=O)(=O)C2=CC=C(C=C2)OC)C=CC=C1 (methyl 2-[(2-aminobenzyl)-(4-methoxybenzenesulfonyl)amino]acetate), [OH-].[Na+] (NaOH). The solvent is CO.O1CCCC1 (methanol tetrahydrofuran). Yields the product NC1=C(CN(CC(=O)O)S(=O)(=O)C2=CC=C(C=C2)OC)C=CC=C1 (2-[(2-Aminobenzyl)-(4-methoxybenzenesulfonyl)amino]acetic Acid). Yield: 90.1%. RXN SMILES: [NH2:1][C:2]1[CH:25]=[CH:24][CH:23]=[CH:22][C:3]=1[CH2:4][N:5]([S:11]([C:14]1[CH:19]=[CH:18][C:17]([O:20][CH3:21])=[CH:16][CH:15]=1)(=[O:13])=[O:12])[CH2:6][C:7]([O:9]C)=[O:8].[OH-].[Na+]>CO.O1CCCC1>[NH2:1][C:2]1[CH:25]=[CH:24][CH:23]=[CH:22][C:3]=1[CH2:4][N:5]([S:11]([C:14]1[CH:19]=[CH:18][C:17]([O:20][CH3:21])=[CH:16][CH:15]=1)(=[O:13])=[O:12])[CH2:6][C:7]([OH:9])=[O:8] |f:1.2,3.4|. Procedure: To a solution of 5.14 g (14.1 mmol) of methyl 2-[(2-aminobenzyl)-(4-methoxybenzenesulfonyl)amino]acetate in 50 ml of methanol-tetrahydrofuran (1:1) was added 2.86 ml of 10 N NaOH and the mixture refluxed for 2 hours. The solvent was removed under vacuum and the residue partitioned between water and ether. The water layer was separated and acidified with 2 N citric acid. The solid was filtered, washed with H2O and dried in a vacuum oven at room temperature to give 4.45 g (91%) of crystals, m.p. 1... Starting materials: C(C(=O)Cl)(=O)Cl (Oxalyl chloride), [N+](=O)([O-])C1=C(C(=O)O)C=CC=C1C (2-nitro-3-methyl-benzoic acid), CN(C=O)C (dimethylformamide). The solvent is C(Cl)Cl (CH2Cl2). Run at time 15 minute. Yields the product CC=1C(=C(C(=O)N)C=CC1)[N+](=O)[O-] (3-Methyl-2-nitrobenzamide). Reaction SMILES: C(Cl)(=O)C(Cl)=O.[N+:7]([C:10]1[C:18]([CH3:19])=[CH:17][CH:16]=[CH:15][C:11]=1[C:12](O)=[O:13])([O-:9])=[O:8].C[N:21](C)C=O>C(Cl)Cl>[CH3:19][C:18]1[C:10]([N+:7]([O-:9])=[O:8])=[C:11]([CH:15]=[CH:16][CH:17]=1)[C:12]([NH2:21])=[O:13]. Procedure details: Oxalyl chloride (18.1 ml, 36.1 mmol, 1.25 eq., 2M in CH2Cl2) was added to a solution of 2-nitro-3-methyl-benzoic acid (5.237 g, 28.9 mmol, 1.0 eq.) in CH2Cl2 (57.8 ml, 0.5M) and dimethylformamide (0.14 ml, 0.25% of CH2Cl2) at 0° C. and stirred for 15 minutes. The reaction was then warmed to room temperature and stirred for 3 hours. Ammonia was bubbled through the reaction for 30 minutes. Water was then added. The product was filtered off ,and pumped on to provide the title A compound (3.81 g). The reactants are [Li+].CC(C)[N-]C(C)C (LDA), CC(CC1C(N(CC1)[Si](C)(C)C)=O)C (3-(2-methylpropyl)-1-trimethylsilyl-2-pyrrolidinone), C(C=C)Br (allyl bromide). Run in C1CCOC1 (THF). Conditions: temperature -78 celsius, time 30 minute. The product is CC(CC1(C(NCC1)=O)C(=C)C)C (3-(2-Methylpropyl)-3-(propen-2-yl)-2-pyrrolidinone). Isolated yield 89.6%. As a reaction SMILES: [CH3:1][CH:2]([CH3:14])[CH2:3][CH:4]1[CH2:8][CH2:7][N:6]([Si](C)(C)C)[C:5]1=[O:13].[Li+].[CH3:16][CH:17]([N-]C(C)C)[CH3:18].C(Br)C=C>C1COCC1>[CH3:1][CH:2]([CH3:14])[CH2:3][C:4]1([C:17]([CH3:18])=[CH2:16])[CH2:8][CH2:7][NH:6][C:5]1=[O:13] |f:1.2|. Procedure: A solution of 3-(2-methylpropyl)-1-trimethylsilyl-2-pyrrolidinone (10.2 g, 47.8 mmol) and THF (153 mL) is cooled to -78° C., and LDA (2.0 M, 26.3 mL, 52.6 mmol) is added. The solution is stirred at -78° C. for 30 minutes and then allyl bromide (5.0 mL, 57 mmol) is added. The solution is allowed to warm to 5° C. over 2.5 hours, and is then stirred at 5° C. for 1 hour. After quenching with saturated aqueous ammonium chloride (25 mL), aqueous workup (EtOAc, MgSO4) and purification by column chromat... Starting materials: IC (iodomethane), resultant mixture, [H-].[Na+] (Sodium hydride), O=C1CN(CCCN1)C(=O)OC(C)(C)C (tert-butyl hexahydro-3-oxo-1H-1,4-diazepine-1-carboxylate). The solvent is CN(C)C=O (DMF), [Cl-].[NH4+] (ammonium chloride). Conditions: time 1 hour. Product: CN1C(CN(CCC1)C(=O)OC(C)(C)C)=O (tert-Butyl Hexahydro-4-methyl-3-oxo-1H-1,4-diazepine-1-carboxylate). Reaction SMILES: [H-].[Na+].[O:3]=[C:4]1[NH:10][CH2:9][CH2:8][CH2:7][N:6]([C:11]([O:13][C:14]([CH3:17])([CH3:16])[CH3:15])=[O:12])[CH2:5]1.I[CH3:19]>CN(C=O)C.[Cl-].[NH4+]>[CH3:19][N:10]1[CH2:9][CH2:8][CH2:7][N:6]([C:11]([O:13][C:14]([CH3:17])([CH3:16])[CH3:15])=[O:12])[CH2:5][C:4]1=[O:3] |f:0.1,5.6|. Procedure details: Sodium hydride (103 mg) was added to a stirred solution of tert-butyl hexahydro-3-oxo-1H-1,4-diazepine-1-carboxylate in DMF (5 mL) at 0° C. After 1 h, iodomethane (0.15 mL) was added, and the resultant mixture was stirred at 0° C., then room temperature overnight. It was diluted with saturated aqueous ammonium chloride solution and extracted with ethyl acetate. The organic layer was separated, washed sequentially with saturated aqueous sodium bicarbonate solution and brine, dried over sodium sul... Starting materials: S1C=C(C=C1)C(=O)N (3-thiophenecarboxamide), ClCC(=O)CCl (1,3-dichloroacetone). Product: ClCC=1N=C(OC1)C1=CSC=C1 (4-chloromethyl-2-(3-thienyl)oxazole). Isolated yield 50.0%. As a reaction SMILES: [S:1]1[CH:5]=[CH:4][C:3]([C:6]([NH2:8])=[O:7])=[CH:2]1.[Cl:9][CH2:10][C:11]([CH2:13]Cl)=O>>[Cl:9][CH2:10][C:11]1[N:8]=[C:6]([C:3]2[CH:4]=[CH:5][S:1][CH:2]=2)[O:7][CH:13]=1. Procedure: In substantially the same manner as in Reference Example 47, 3-thiophenecarboxamide was allowed to react with 1,3-dichloroacetone to give 4-chloromethyl-2-(3-thienyl)oxazole. The yield was 50%. Recrystallization from ethyl acetate-hexane gave colorless needles, mp 91-92° C.